This data is from the Open Reaction Database (ORD), a public repository of structured organic reaction records. The task is: describe an organic reaction: reactants, conditions, products, and yield Starting materials: COCCCN, CNc1cc(Cl)c(Cl)cc1[N+](=O)[O-]. Yields the product CNc1cc(NCCCOC)c(Cl)cc1[N+](=O)[O-]. RXN SMILES: [CH3:14][O:15][CH2:16][CH2:17][CH2:18][NH2:19].[Cl:1][c:2]1[cH:3][c:4]([N+:11](=[O:12])[O-:13])[c:5]([NH:6][CH3:7])[cH:8][c:9]1[Cl:10]>>[Cl:1][c:2]1[cH:3][c:4]([N+:11](=[O:12])[O-:13])[c:5]([NH:6][CH3:7])[cH:8][c:9]1[NH:19][CH2:18][CH2:17][CH2:16][O:15][CH3:14]. Starting materials: C(CCC)[Li] (n-Butyllithium), S1CSCCC1 (1,3-dithiane), C([C@H]1CO1)OCC1=CC=CC=C1 (benzyl(R)-(−)-glycidyl ether). Solvent: C1CCOC1 (THF), C1CCOC1 (THF). Conditions: temperature -30 celsius, time 1 hour. Product: C(C1=CC=CC=C1)OC[C@@H](CC1SCCCS1)O ((R)-1-benzyloxy-3-[1,3]dithian-2-yl-propan-2-ol). The yield is 84.9%. As a reaction SMILES: [S:1]1[CH2:6][CH2:5][CH2:4][S:3][CH2:2]1.C([Li])CCC.[CH2:12]([O:16][CH2:17][C:18]1[CH:23]=[CH:22][CH:21]=[CH:20][CH:19]=1)[C@@H:13]1[O:15][CH2:14]1>C1COCC1>[CH2:17]([O:16][CH2:12][C@H:13]([OH:15])[CH2:14][CH:2]1[S:3][CH2:4][CH2:5][CH2:6][S:1]1)[C:18]1[CH:23]=[CH:22][CH:21]=[CH:20][CH:19]=1. Procedure: A solution containing 1,3-dithiane (11 g) in THF (190 mL) was cooled to −70° C. n-Butyllithium (2.64 M solution in hexane, 35 mL) was added to the reaction solution, and then the mixture was heated to −30° C. and stirred for one hour. The reaction solution was cooled to −70° C., and a solution containing benzyl(R)-(−)-glycidyl ether (16.5 g) in THF (18 mL) was added dropwise. The cooling bath was removed and the mixture was gradually warmed to room temperature. After stirring overnight, a satura... Reactants: C(CCC)(=O)O (butanoic acid), CN(C)C(=[N+](C)C)ON1C2=C(C=CC=C2)N=N1.[B-](F)(F)(F)F (TBTU), CCN(C(C)C)C(C)C (DIPEA), C(C)OC1=CC=C(C=C1)C#CC1=CC=C(C=C1)CC(C)N (1-(4-((4-ethoxyphenyl)ethynyl)phenyl)propan-2-amine). Solvent: CN(C)C=O (DMF). Run at time 5 minute. The product is C(C)OC1=CC=C(C=C1)C#CC1=CC=C(C=C1)CC(C)NC(CCC)=O (N-(1-(4-((4-ethoxyphenyl)ethynyl)phenyl)propan-2-yl)butyramide). Reaction SMILES: [C:1]([OH:6])(=O)[CH2:2][CH2:3][CH3:4].CN(C(ON1N=NC2C=CC=CC1=2)=[N+](C)C)C.[B-](F)(F)(F)F.CCN(C(C)C)C(C)C.[CH2:38]([O:40][C:41]1[CH:46]=[CH:45][C:44]([C:47]#[C:48][C:49]2[CH:54]=[CH:53][C:52]([CH2:55][CH:56]([NH2:58])[CH3:57])=[CH:51][CH:50]=2)=[CH:43][CH:42]=1)[CH3:39]>CN(C=O)C>[CH2:38]([O:40][C:41]1[CH:46]=[CH:45][C:44]([C:47]#[C:48][C:49]2[CH:50]=[CH:51][C:52]([CH2:55][CH:56]([NH:58][C:1](=[O:6])[CH2:2][CH2:3][CH3:4])[CH3:57])=[CH:53][CH:54]=2)=[CH:43][CH:42]=1)[CH3:39] |f:1.2|. Procedure details: 8.41 mg (0.10 mmol) butanoic acid are dissolved in 300 μL DMF together with 32.1 mg (0.10 mmol) TBTU and 50.0 μL (0.30 mmol) DIPEA and the mixture is stirred at r.t. for 5 min. 27.9 mg (0.10 mmol) 1-(4-((4-ethoxyphenyl)ethynyl)phenyl)propan-2-amine (I64) are added and the reaction mixture is stirred at 40° C. over night. The mixture is filtered through a plug of alox, eluted with DMF/MeOH (9/1) and the solvent is removed in vacuo. The residue is purified by HPLC. Procedure: By an operation in the same manner as in Example 1 and using (2S,3S)-2,3-diethylpyrrolidin-3-ol 0.5 oxalate (204 mg), 2-chloro-4-fluorobenzonitrile (314 mg) and lithium carbonate (205 mg), the title compound was obtained as pale-yellow oil (yield: 262 mg, yield: 87%). Yield: 87.0%. The reactants are C([O-])([O-])=O.[Li+].[Li+] (lithium carbonate), C1(CC1)[C@]1([C@@H](NCC1)C(C)C)O ((2S,3R)-3-cyclopropyl-2-isopropylpyrrolidin-3-ol), ClC1=C(C#N)C=CC(=C1)F (2-chloro-4-fluorobenzonitrile). RXN SMILES: [CH:1]1([C@:4]2([OH:12])[CH2:8][CH2:7][NH:6][C@H:5]2[CH:9]([CH3:11])C)[CH2:3]C1.[Cl:13][C:14]1[CH:21]=[C:20](F)[CH:19]=[CH:18][C:15]=1[C:16]#[N:17].C(=O)([O-])[O-].[Li+].[Li+]>>[Cl:13][C:14]1[CH:21]=[C:20]([N:6]2[CH2:7][CH2:8][C@:4]([CH2:1][CH3:3])([OH:12])[C@@H:5]2[CH2:9][CH3:11])[CH:19]=[CH:18][C:15]=1[C:16]#[N:17] |f:2.3.4|. Yields the product ClC1=C(C#N)C=CC(=C1)N1[C@H]([C@](CC1)(O)CC)CC (2-chloro-4-[(2S,3S)-2,3-diethyl-3-hydroxypyrrolidin-1-yl]benzonitrile), oil. Reactants: Cl.CON (methoxyamine hydrochloride), C([O-])([O-])=O.[K+].[K+] (potassium carbonate), FC1=C(C(=O)Cl)C=CC=C1 (2-fluoro-benzoylchloride). Run in O.C(Cl)Cl (water methylene chloride). Conditions: time 8 hour. The product is CON(O)C(C1=C(C=CC=C1)F)=O (N-methoxy-2-fluorobenzhydroxamic Acid). The yield is 76.0%. As a reaction SMILES: Cl.[CH3:2][O:3][NH2:4].C(=O)([O-])[O-:6].[K+].[K+].[F:11][C:12]1[CH:20]=[CH:19][CH:18]=[CH:17][C:13]=1[C:14](Cl)=[O:15]>O.C(Cl)Cl>[CH3:2][O:3][N:4]([C:14](=[O:15])[C:13]1[CH:17]=[CH:18][CH:19]=[CH:20][C:12]=1[F:11])[OH:6] |f:0.1,2.3.4,6.7|. Reported procedure: To a stirred mixture of 30.3 g (0.363 moles) methoxyamine hydrochloride and 51 g (0.37 moles) potassium carbonate in about 300 ml water/methylene chloride maintained at a temperature below -5° C., 50 g (0.32 moles) 2-fluoro-benzoylchloride were dropped in. The reaction mixture was then allowed to stir at room temperature overnight. The aqueous and methylene chloride layers were separated. The methylene chloride layer was dried over magnesium sulfate, filtered and stripped to give about 45 g of t... Starting materials: [Li]C(C)(C)C, CC1CC(=O)CCN1C(=O)OC(C)(C)C, Fc1cc2ccoc2c(Br)c1F, C1CCOC1. The product is CC1CC(O)(c2c(F)c(F)cc3ccoc23)CCN1C(=O)OC(C)(C)C. Reaction SMILES: [C:13]([Li:14])([CH3:15])([CH3:16])[CH3:17].[C:18]([CH3:19])([CH3:20])([CH3:21])[O:22][C:23](=[O:24])[N:25]1[CH:26]([CH3:32])[CH2:27][C:28](=[O:31])[CH2:29][CH2:30]1.[F:1][c:2]1[c:3]([F:12])[c:4]([Br:11])[c:5]2[c:6]([cH:7][cH:8][o:9]2)[cH:10]1.[O:33]1[CH2:34][CH2:35][CH2:36][CH2:37]1>>[F:1][c:2]1[c:3]([F:12])[c:4]([C:28]2([OH:31])[CH2:27][CH:26]([CH3:32])[N:25]([C:23]([O:22][C:18]([CH3:19])([CH3:20])[CH3:21])=[O:24])[CH2:30][CH2:29]2)[c:5]2[c:6]([cH:7][cH:8][o:9]2)[cH:10]1. Starting materials: O (water), C(C)(=O)C1C(CC(CC1=O)C(CSC1=CC=C(C=C1)C(F)(F)F)C)=O (2-acetyl-5-[1-methyl-2-(4-trifluoromethylphenylthio)ethyl]cyclohexane-1,3-dione), Cl.C(C)ON (ethoxyamine hydrochloride), C([O-])([O-])=O.[K+].[K+] (potassium carbonate). Run in CO (methanol). Yields the product C(C)ONC(C)=C1C(CC(CC1=O)C(CSC1=CC=C(C=C1)C(F)(F)F)C)=O (2-(1-ethoxyaminoethylidene)-5-[1-methyl-2-(4-trifluoromethylphenylthio)ethyl]cyclohexane-1,3-dione). As a reaction SMILES: [C:1]([CH:4]1[C:9](=[O:10])[CH2:8][CH:7]([CH:11]([CH3:24])[CH2:12][S:13][C:14]2[CH:19]=[CH:18][C:17]([C:20]([F:23])([F:22])[F:21])=[CH:16][CH:15]=2)[CH2:6][C:5]1=[O:25])(=O)[CH3:2].Cl.[CH2:27]([O:29][NH2:30])[CH3:28].C(=O)([O-])[O-].[K+].[K+].O>CO>[CH2:27]([O:29][NH:30][C:1](=[C:4]1[C:9](=[O:10])[CH2:8][CH:7]([CH:11]([CH3:24])[CH2:12][S:13][C:14]2[CH:15]=[CH:16][C:17]([C:20]([F:21])([F:23])[F:22])=[CH:18][CH:19]=2)[CH2:6][C:5]1=[O:25])[CH3:2])[CH3:28] |f:1.2,3.4.5|. Procedure: 0.4 Gram of 2-acetyl-5-[1-methyl-2-(4-trifluoromethylphenylthio)ethyl]cyclohexane-1,3-dione and 0.1 g of ethoxyamine hydrochloride were dissolved in 10 ml of methanol and 0.15 g of potassium carbonate was added to the resulting solution which was then refluxed for 3 hours. The reaction solution was poured into water and extracted with chloroform. After removing chloroform, the residue was purified by thin layer chromatography (eluent, hexane:ethyl acetate=5:1) to obtain 0.3 g of 2-(1-ethoxyamino... Reactants: [BH4-], C[O-], COc1ccc(Cn2nnnc2N)cc1, CO, [Na+], [Na+]. The product is CNc1nnnn1Cc1ccc(OC)cc1. Reaction SMILES: [BH4-:19].[CH3:16][O-:17].[CH3:1][O:2][c:3]1[cH:4][cH:5][c:6]([CH2:7][n:8]2[n:9][n:10][n:11][c:12]2[NH2:13])[cH:14][cH:15]1.[CH3:21][OH:22].[Na+:18].[Na+:20]>>[CH3:1][O:2][c:3]1[cH:4][cH:5][c:6]([CH2:7][n:8]2[n:9][n:10][n:11][c:12]2[NH:13][CH3:16])[cH:14][cH:15]1.